From a dataset of the Open Reaction Database (ORD), a public repository of structured organic reaction records. describe an organic reaction: reactants, conditions, products, and yield Reactants: COC(=O)C(C(C)C)N(C)S(=O)(=O)c1ccc(-c2ccc([N+](=O)[O-])cc2)cc1, CCOC(C)=O, [Na+], [Na+], O=C([O-])[O-], O, O, Cl[Sn]Cl. The product is COC(=O)C(C(C)C)N(C)S(=O)(=O)c1ccc(-c2ccc(N)cc2)cc1. Reaction SMILES: [CH3:1][N:2]([CH:3]([CH:4]([CH3:5])[CH3:6])[C:7](=[O:8])[O:9][CH3:10])[S:11](=[O:12])(=[O:13])[c:14]1[cH:15][cH:16][c:17](-[c:20]2[cH:21][cH:22][c:23]([N+:26]([O-:27])=[O:28])[cH:24][cH:25]2)[cH:18][cH:19]1.[CH3:40][CH2:41][O:42][C:43](=[O:44])[CH3:45].[Na+:34].[Na+:35].[O-:36][C:37](=[O:38])[O-:39].[OH2:29].[OH2:30].[Sn:31]([Cl:32])[Cl:33]>>[CH3:1][N:2]([CH:3]([CH:4]([CH3:5])[CH3:6])[C:7](=[O:8])[O:9][CH3:10])[S:11](=[O:12])(=[O:13])[c:14]1[cH:15][cH:16][c:17](-[c:20]2[cH:21][cH:22][c:23]([NH2:26])[cH:24][cH:25]2)[cH:18][cH:19]1. Starting materials: CCOC(=O)C (EtOAc), [Li+].C[Si](C)(C)[N-][Si](C)(C)C (LiHMDS), C(=O)C=1C(=NC(=NC1)SC)NC=1C=C(C=CC1)NC(OC(C)(C)C)=O (tert-butyl (3-((5-formyl-2-(methylthio)pyrimidin-4-yl)amino)phenyl)carbamate). Solvent: CC1CCCO1 (2-MeTHF). Reaction conditions: temperature -78 celsius, time 10 minute. Yields the product CSC=1N=CC2=C(N1)N(C(C=C2)=O)C=2C=C(C=CC2)NC(OC(C)(C)C)=O (tert-butyl (3-(2-(methylthio)-7-oxopyrido[2,3-d]pyrimidin-8(7H)-yl)phenyl)carbamate). Isolated yield 79.5%. RXN SMILES: [Li+].C[Si]([N-][Si](C)(C)C)(C)C.[CH3:11][CH2:12][O:13]C(C)=O.[CH:17]([C:19]1[C:20]([NH:27][C:28]2[CH:29]=[C:30]([NH:34][C:35](=[O:41])[O:36][C:37]([CH3:40])([CH3:39])[CH3:38])[CH:31]=[CH:32][CH:33]=2)=[N:21][C:22]([S:25][CH3:26])=[N:23][CH:24]=1)=O>CC1OCCC1>[CH3:26][S:25][C:22]1[N:23]=[CH:24][C:19]2[CH:17]=[CH:11][C:12](=[O:13])[N:27]([C:28]3[CH:29]=[C:30]([NH:34][C:35](=[O:41])[O:36][C:37]([CH3:40])([CH3:39])[CH3:38])[CH:31]=[CH:32][CH:33]=3)[C:20]=2[N:21]=1 |f:0.1|. Reported procedure: LiHMDS (41.6 mL of 1.0 M in THF solution, 41.6 mmol) was added to 2-MeTHF (70 mL) at −78° C. and treated with EtOAc (4.34 mL, 44.4 mmol). The solution was stirred at −78° C. for 10 min, then solid tert-butyl (3-((5-formyl-2-(methylthio)pyrimidin-4-yl)amino)phenyl)carbamate (50) (5.00 g, 13.87 mmol) was added in one portion and the solution was stirred at −78° C. for 10 min then removed from the cooling bath warmed to RT for 3 h. The reaction was cooled in an ice bath and quenched with a saturate... Starting materials: COC1=CC2=C(OC(C(N2C)=O)(C)C)C=C1[N+](=O)[O-] (6-Methoxy-2,2,4-trimethyl-7-nitro-2H-benzo[b][1,4]oxazin-3(4H)-one), [Sn](Cl)Cl (tin (II) chloride). Solvent: C(C)O (ethanol). Run at temperature 80 celsius, time 2 hour. The product is NC=1C(=CC2=C(OC(C(N2C)=O)(C)C)C1)OC (7-Amino-6-methoxy-2,2,4-trimethyl-2H-benzo[b][1,4]oxazin-3(4H)-one). Yield: 99.1%. RXN SMILES: [CH3:1][O:2][C:3]1[C:16]([N+:17]([O-])=O)=[CH:15][C:6]2[O:7][C:8]([CH3:14])([CH3:13])[C:9](=[O:12])[N:10]([CH3:11])[C:5]=2[CH:4]=1.[Sn](Cl)Cl>C(O)C>[NH2:17][C:16]1[C:3]([O:2][CH3:1])=[CH:4][C:5]2[N:10]([CH3:11])[C:9](=[O:12])[C:8]([CH3:14])([CH3:13])[O:7][C:6]=2[CH:15]=1. Procedure: 6-Methoxy-2,2,4-trimethyl-7-nitro-2H-benzo[b][1,4]oxazin-3(4H)-one (250 mg, 0.94 mmol) was stirred in ethanol (15 mL) then tin (II) chloride was added. The reaction was heated to 80° C. with stirring for 2 h. The volatiles were removed under reduced pressure and the residue was slurried with 2M sodium hydroxide aqueous solution. The aqueous was extracted with ethyl acetate and the combined organic extracts were passed through a phase separation cartridge and evaporated, to afford a brown crystal...